Dataset: the Open Reaction Database (ORD), a public repository of structured organic reaction records. Task: describe an organic reaction: reactants, conditions, products, and yield The reactants are CCOC(=O)C(=O)c1ccc(OCCCn2c(=O)ccc3ccccc32)cc1, CO, [Na+], [Na+], O=C([O-])[O-], O. Product: O=C(O)C(=O)c1ccc(OCCCn2c(=O)ccc3ccccc32)cc1. As a reaction SMILES: [CH2:1]([CH3:2])[O:3][C:4]([C:5]([c:6]1[cH:7][cH:8][c:9]([O:12][CH2:13][CH2:14][CH2:15][n:16]2[c:17](=[O:26])[cH:18][cH:19][c:20]3[cH:21][cH:22][cH:23][cH:24][c:25]23)[cH:10][cH:11]1)=[O:27])=[O:28].[CH3:35][OH:36].[Na+:29].[Na+:30].[O-:31][C:32](=[O:33])[O-:34].[OH2:37]>>[O:3]=[C:4]([C:5]([c:6]1[cH:7][cH:8][c:9]([O:12][CH2:13][CH2:14][CH2:15][n:16]2[c:17](=[O:26])[cH:18][cH:19][c:20]3[cH:21][cH:22][cH:23][cH:24][c:25]23)[cH:10][cH:11]1)=[O:27])[OH:28]. The reactants are FC=1C=NC(=NC1)N1C=NC=2C(=NC=CC21)C (1-(5-fluoropyrimidin-2-yl)-4-methyl-1H-imidazo[4,5-c]pyridine). The reagents and catalysts are [Pt] (Pt/C). Solvent: CC(=O)O (AcOH). Product: MeOH(NH3), FC=1C=NC(=NC1)N1C=NC=2C(NCCC21)C (1-(5-Fluoropyrimidin-2-yl)-4-methyl-4,5,6,7-tetrahydro-1H-imidazo[4,5-c]pyridine). Isolated yield 51.5%. Reaction SMILES: [F:1][C:2]1[CH:3]=[N:4][C:5]([N:8]2[C:16]3[CH:15]=[CH:14][N:13]=[C:12]([CH3:17])[C:11]=3[N:10]=[CH:9]2)=[N:6][CH:7]=1>CC(O)=O.[Pt]>[F:1][C:2]1[CH:7]=[N:6][C:5]([N:8]2[C:16]3[CH2:15][CH2:14][NH:13][CH:12]([CH3:17])[C:11]=3[N:10]=[CH:9]2)=[N:4][CH:3]=1. Procedure: A solution of 1-(5-fluoropyrimidin-2-yl)-4-methyl-1H-imidazo[4,5-c]pyridine (0.90 g, 3.91 mmol) in AcOH (50 ml) was passed through a 10% Pt/C catalyst cartridge on an H-Cube© hydrogenation apparatus at a pressure of 60 bar, a temperature of 60° C., and a flow rate of 1 ml/min. The reaction was concentrated, diluted with 1N NaOH, and extracted with DCM (100 mL×3). The organic layers were combined, dried (Na2SO4), and concentrated. Chromatography of the resulting residue (SiO2; MeOH(NH3):DCM) gave... Reactants: C(CCC)N1C(=NC(=C1CNCC1CCCCC1)C1=CC=C(C=C1)OC)C1=CC=CC=C1 ([3-Butyl-5-(4-methoxy-phenyl)-2-phenyl-3H-imidazol-4-ylmethyl]-cyclohexylmethyl-amine), C(C)(C)(C)OC(=O)C1=CC=C(CBr)C=C1 (4-tert-butoxycarbonyl-benzyl bromide), C([O-])([O-])=O.[K+].[K+] (potassium carbonate), C(C)#N (acetonitrile). Reaction conditions: time 1 hour. Product: C(C)(C)(C)OC(C1=C(C=C(C=C1)CN(CC1CCCCC1)CC=1N(C(=NC1C1=CC=C(C=C1)OC)C1=CC=CC=C1)CCCC)OC(C)=O)=O (4-({[3-Butyl-5-(4-methoxy-phenyl)-2-phenyl-3H-imidazol-4-ylmethyl]-cyclohexylmethyl-amino}-methyl)-2-acetoxy-benzoic acid tert-butyl ester). As a reaction SMILES: [CH2:1]([N:5]1[C:9]([CH2:10][NH:11][CH2:12][CH:13]2[CH2:18][CH2:17][CH2:16][CH2:15][CH2:14]2)=[C:8]([C:19]2[CH:24]=[CH:23][C:22]([O:25][CH3:26])=[CH:21][CH:20]=2)[N:7]=[C:6]1[C:27]1[CH:32]=[CH:31][CH:30]=[CH:29][CH:28]=1)[CH2:2][CH2:3][CH3:4].[C:33]([O:37][C:38]([C:40]1[CH:47]=[CH:46][C:43]([CH2:44]Br)=[CH:42][CH:41]=1)=[O:39])([CH3:36])([CH3:35])[CH3:34].[C:48](=[O:51])([O-])[O-:49].[K+].[K+].[C:54](#N)C>>[C:33]([O:37][C:38](=[O:39])[C:40]1[CH:47]=[CH:46][C:43]([CH2:44][N:11]([CH2:10][C:9]2[N:5]([CH2:1][CH2:2][CH2:3][CH3:4])[C:6]([C:27]3[CH:32]=[CH:31][CH:30]=[CH:29][CH:28]=3)=[N:7][C:8]=2[C:19]2[CH:20]=[CH:21][C:22]([O:25][CH3:26])=[CH:23][CH:24]=2)[CH2:12][CH:13]2[CH2:18][CH2:17][CH2:16][CH2:15][CH2:14]2)=[CH:42][C:41]=1[O:49][C:48](=[O:51])[CH3:54])([CH3:36])([CH3:35])[CH3:34] |f:2.3.4|. Procedure: To a solution of 4-({[3-Butyl-5-(4-methoxy-phenyl)-2-phenyl-3H-imidazol-4-ylmethyl]-cyclohexylmethyl-amine (4.0 g, 9.31 mmol) and 3-acetoxy]-4-tert-butoxycarbonyl-benzyl bromide (3.37 g, 10.24 mmol, 1.1 eq.) in 50 ml anhydrous acetonitrile is added anhydrous potassium carbonate (2.82 g, 20.5 mmol, 2.2 eq.), the resulting mixture is stirred at room temperature for 1 h, then raised to 50° C., stirred overnight. The solid precipitate is filtered off, washed with ethyl acetate, the combined organics... Reactants: BrC=1N=C(C(=NC1CC)N[C@H]1[C@H](CC2=CC=CC=C12)O)CC ((1R,2S)-1-[(5-bromo-3,6-diethylpyrazin-2-yl)amino]-2,3-dihydro-1H-inden-2-ol), C(C)C=1C(=NC(=CN1)CC)NC1CCCC2=CC(=CC=C12)OC (3,6-diethyl-N-(6-methoxy-1,2,3,4-tetrahydronaphthalen-1-yl)pyrazin-2-amine). Product: BrC=1N=C(C(=NC1CC)NC1CCCC2=CC(=CC=C12)OC)CC (5-bromo-3,6-diethyl-N-(6-methoxy-1,2,3,4-tetrahydronaphthalen-1-yl)pyrazin-2-amine). Reaction SMILES: [Br:1][C:2]1[N:3]=[C:4]([CH2:21][CH3:22])[C:5]([NH:10][C@@H]2C3C(=CC=CC=3)C[C@@H]2O)=[N:6][C:7]=1[CH2:8][CH3:9].C(C1C(N[CH:34]2[C:43]3[C:38](=[CH:39][C:40]([O:44][CH3:45])=[CH:41][CH:42]=3)[CH2:37][CH2:36][CH2:35]2)=NC(CC)=CN=1)C>>[Br:1][C:2]1[N:3]=[C:4]([CH2:21][CH3:22])[C:5]([NH:10][CH:34]2[C:43]3[C:38](=[CH:39][C:40]([O:44][CH3:45])=[CH:41][CH:42]=3)[CH2:37][CH2:36][CH2:35]2)=[N:6][C:7]=1[CH2:8][CH3:9]. Procedure details: Following the procedure for the preparation of (1R,2S)-1-[(5-bromo-3,6-diethylpyrazin-2-yl)amino]-2,3-dihydro-1H-inden-2-ol but substituting 3,6-diethyl-N-(6-methoxy-1,2,3,4-tetrahydronaphthalen-1-yl)pyrazin-2-amine and making non-critical variations provided the title compound as a oil: 1H NMR (400 MHz, CDCl3) δ) 7.26, 6.78, 6.69, 5.33, 4.49, 3.82, 2.89-2.78, 2.55, 2.05-1.84, 1.33-1.26; HRMS (FAB) calcd for C19H24BrN3O+H 390.1181, found 390.1180. Reactants: C(=O)(O)[O-].[Na+] (NaHCO3), ClC1=C2C(=NN=C1C1=CC=CC=C1)N(N=C2C=2N(C1=CC=CC=C1C2)C(=O)OC(C)(C)C)CCN2CCN(CC2)C (tert-butyl 2-(4-chloro-1-(2-(4-methylpiperazin-1-yl)ethyl)-5-phenyl-1H-pyrazolo[3,4-c]pyridazin-3-yl)-1H-indole-1-carboxylate), C(=O)(O)[O-].[Na+] (NaHCO3). Solvent: C(Cl)Cl (CH2Cl2), C(Cl)Cl (CH2Cl2), FC(C(=O)O)(F)F (trifluoroacetic acid). The product is ClC1=C2C(=NN=C1C1=CC=CC=C1)N(N=C2C=2NC1=CC=CC=C1C2)CCN2CCN(CC2)C (4-chloro-3-(1H-indol-2-yl)-1-(2-(4-methylpiperazin-1-yl)ethyl)-5-phenyl-1H-pyrazolo[3,4-c]pyridazine). Reaction SMILES: [Cl:1][C:2]1[C:7]([C:8]2[CH:13]=[CH:12][CH:11]=[CH:10][CH:9]=2)=[N:6][N:5]=[C:4]2[N:14]([CH2:33][CH2:34][N:35]3[CH2:40][CH2:39][N:38]([CH3:41])[CH2:37][CH2:36]3)[N:15]=[C:16]([C:17]3[N:18](C(OC(C)(C)C)=O)[C:19]4[C:24]([CH:25]=3)=[CH:23][CH:22]=[CH:21][CH:20]=4)[C:3]=12.C([O-])(O)=O.[Na+]>C(Cl)Cl.FC(F)(F)C(O)=O>[Cl:1][C:2]1[C:7]([C:8]2[CH:13]=[CH:12][CH:11]=[CH:10][CH:9]=2)=[N:6][N:5]=[C:4]2[N:14]([CH2:33][CH2:34][N:35]3[CH2:40][CH2:39][N:38]([CH3:41])[CH2:37][CH2:36]3)[N:15]=[C:16]([C:17]3[NH:18][C:19]4[C:24]([CH:25]=3)=[CH:23][CH:22]=[CH:21][CH:20]=4)[C:3]=12 |f:1.2|. Reported procedure: A solution of tert-butyl 2-(4-chloro-1-(2-(4-methylpiperazin-1-yl)ethyl)-5-phenyl-1H-pyrazolo[3,4-c]pyridazin-3-yl)-1H-indole-1-carboxylate (29 mg, 0.051 mmol) in CH2Cl2 (3 mL) and trifluoroacetic acid (0.8 mL) was stirred at room temperature for 1 d. Solid NaHCO3 was added until no gas was evolved and sat. aq. NaHCO3 solution and CH2Cl2 was added. The layers were separated and the aqueous was extracted with CH2Cl2, the combined organics were dried (MgSO4), filtered and concentrated in vacuo. Th... The reactants are ClCCl, CN(C)c1ccncc1, CCCCCC, CCC=CC1CCC(O)CC1, CCC=CC1CCC(C(=O)O)CC1. Product: CCC=CC1CCC(OC(=O)C2CCC(C=CCC)CC2)CC1. Reaction SMILES: [CH2:25]([Cl:26])[Cl:27].[CH3:28][N:29]([CH3:30])[c:31]1[cH:32][cH:33][n:34][cH:35][cH:36]1.[CH3:37][CH2:38][CH2:39][CH2:40][CH2:41][CH3:42].[CH:14](=[CH:15][CH2:16][CH3:17])[CH:18]1[CH2:19][CH2:20][CH:21]([OH:24])[CH2:22][CH2:23]1.[CH:1](=[CH:2][CH2:3][CH3:4])[CH:5]1[CH2:6][CH2:7][CH:8]([C:11](=[O:12])[OH:13])[CH2:9][CH2:10]1>>[CH:1](=[CH:2][CH2:3][CH3:4])[CH:5]1[CH2:6][CH2:7][CH:8]([C:11]([O:12][CH:21]2[CH2:20][CH2:19][CH:18]([CH:14]=[CH:15][CH2:16][CH3:17])[CH2:23][CH2:22]2)=[O:13])[CH2:9][CH2:10]1.